describe an organic reaction: reactants, conditions, products, and yield From a dataset of the Open Reaction Database (ORD), a public repository of structured organic reaction records. The reactants are CC(=O)OC(C)=O, COc1cc(Nc2nc3c(c(C(C)n4nc(C)cc4C)n2)CNCC3)ccc1-n1cnc(C)c1, ClCCl. Product: COc1cc(Nc2nc3c(c(C(C)n4nc(C)cc4C)n2)CN(C(C)=O)CC3)ccc1-n1cnc(C)c1. RXN SMILES: [CH3:1][C:2](=[O:3])[O:4][C:5](=[O:6])[CH3:7].[CH3:8][c:9]1[n:10][n:11]([CH:15]([CH3:16])[c:17]2[c:18]3[c:19]([n:20][c:21]([NH:23][c:24]4[cH:25][c:26]([O:36][CH3:37])[c:27](-[n:30]5[cH:31][n:32][c:33]([CH3:35])[cH:34]5)[cH:28][cH:29]4)[n:22]2)[CH2:38][CH2:39][NH:40][CH2:41]3)[c:12]([CH3:14])[cH:13]1.[Cl:42][CH2:43][Cl:44]>>[CH3:1][C:2](=[O:3])[N:40]1[CH2:39][CH2:38][c:19]2[c:18]([c:17]([CH:15]([n:11]3[n:10][c:9]([CH3:8])[cH:13][c:12]3[CH3:14])[CH3:16])[n:22][c:21]([NH:23][c:24]3[cH:25][c:26]([O:36][CH3:37])[c:27](-[n:30]4[cH:31][n:32][c:33]([CH3:35])[cH:34]4)[cH:28][cH:29]3)[n:20]2)[CH2:41]1. Starting materials: atmosphere, solution, C[Mg]Br (methyl magnesium bromide), BrC1=C(C=C(C=NS(=O)(=O)C(C)(C)C)C=C1)F (2-methyl-propane-2-sulfonic acid 4-bromo-3-fluoro-benzylideneamide), C1CCOC1 (THF), C1CCOC1 (THF). Conditions: time 2 hour. Yields the product CCCCCC.CCOC(=O)C (hexane EtOAc). RXN SMILES: C[Mg]Br.Br[C:5]1[CH:19]=[CH:18][C:8](C=NS(C(C)(C)C)(=O)=[O:12])=[CH:7][C:6]=1F.[CH2:21]1[CH2:25][O:24][CH2:23][CH2:22]1>>[CH3:18][CH2:19][CH2:5][CH2:6][CH2:7][CH3:8].[CH3:22][CH2:23][O:24][C:25]([CH3:21])=[O:12] |f:3.4|. Reported procedure: Under inert gas atmosphere 37.2 mL (112 mmol) of a 3N solution of methyl magnesium bromide in THF are added dropwise to 17.1 g (55.8 mmol) 2-methyl-propane-2-sulfonic acid 4-bromo-3-fluoro-benzylideneamide (IX.1) in 170 mL THF at −78° C. The cooling bath is removed and stirring is continued for 2 h. After that time, the mixture is poured into sat. NH4Cl-solution (300 mL) and extracted with EtOAc. The organic layer is separated, washed with brine and dried over sodium sulphate. The solvent is rem... The reactants are [Al+3], COc1ccc(C2=C(c3ccccc3)CCCc3cc(OCc4ccccc4)ccc32)cc1, CN(C)c1ccccc1, [Cl-], [Cl-], [Cl-], ClCCl, Cl, O. The product is COc1ccc(C2=C(c3ccccc3)CCCc3cc(O)ccc32)cc1. As a reaction SMILES: [Al+3:44].[CH2:1]([c:2]1[cH:3][cH:4][cH:5][cH:6][cH:7]1)[O:8][c:9]1[cH:10][cH:11][c:12]2[c:13]([cH:33]1)[CH2:14][CH2:15][CH2:16][C:17]([c:27]1[cH:28][cH:29][cH:30][cH:31][cH:32]1)=[C:18]2[c:19]1[cH:20][cH:21][c:22]([O:25][CH3:26])[cH:23][cH:24]1.[CH3:34][N:35]([c:36]1[cH:37][cH:38][cH:39][cH:40][cH:41]1)[CH3:42].[Cl-:43].[Cl-:45].[Cl-:46].[Cl:48][CH2:49][Cl:50].[ClH:47].[OH2:51]>>[OH:8][c:9]1[cH:10][cH:11][c:12]2[c:13]([cH:33]1)[CH2:14][CH2:15][CH2:16][C:17]([c:27]1[cH:28][cH:29][cH:30][cH:31][cH:32]1)=[C:18]2[c:19]1[cH:20][cH:21][c:22]([O:25][CH3:26])[cH:23][cH:24]1. Starting materials: O=C(CC(=O)OCC)C=1OC=CC1 (ethyl beta-oxo-2-furanpropionate), F[B-](F)(F)F.F[B-](F)(F)F.ClC[N+]12CC[N+](CC1)(CC2)F (1-chloromethyl-4-fluoro-1,4-diazonia-bicyclo[2.2.2]octane bis(tetrafluoroborate)). Solvent: C(C)#N (acetonitrile). Reaction conditions: time 90 hour. The product is C(C)OC(C(C(=O)C=1OC=CC1)F)=O ((RS)-2-fluoro-3-furan-2-yl-3-oxo-propionic acid ethyl ester). Yield: 79.4%. Reaction SMILES: [O:1]=[C:2]([C:9]1[O:10][CH:11]=[CH:12][CH:13]=1)[CH2:3][C:4]([O:6][CH2:7][CH3:8])=[O:5].[F:14][B-](F)(F)F.F[B-](F)(F)F.ClC[N+]12CC[N+](F)(CC1)CC2>C(#N)C>[CH2:7]([O:6][C:4](=[O:5])[CH:3]([F:14])[C:2]([C:9]1[O:10][CH:11]=[CH:12][CH:13]=1)=[O:1])[CH3:8] |f:1.2.3|. Procedure: Following the method of Banks et al. (J. Chem. Soc., Chem. Commun. 1994, 343), to a stirred solution of 10.0 g (54.9 mmol) ethyl beta-oxo-2-furanpropionate in 500 ml acetonitrile at room temperature was added 19.4 g (54.9 mmol) 1-chloromethyl-4-fluoro-1,4-diazonia-bicyclo[2.2.2]octane bis(tetrafluoroborate) and stirring continued for 90 hours at room temperature. The reaction mixture was concentrated in vacuo and the residue resuspended in ether and washed sequentially with water and with brine....